From a dataset of the Open Reaction Database (ORD), a public repository of structured organic reaction records. describe an organic reaction: reactants, conditions, products, and yield The reactants are O=C([O-])[O-], CCOC(=O)COc1ccc(CCCOS(=O)(=O)c2ccc(C)cc2)cc1C, Cc1c(S(N)(=O)=O)sc2ccc(Cl)cc12, [Cs+], [Cs+], CN(C)C=O, O. Yields the product CCOC(=O)COc1ccc(CCCNS(=O)(=O)c2sc3ccc(Cl)cc3c2C)cc1C. As a reaction SMILES: [C:44](=[O:45])([O-:46])[O-:47].[CH2:1]([CH3:2])[O:3][C:4]([CH2:5][O:6][c:7]1[c:8]([CH3:27])[cH:9][c:10]([CH2:13][CH2:14][CH2:15][O:16][S:17]([c:18]2[cH:19][cH:20][c:21]([CH3:22])[cH:23][cH:24]2)(=[O:25])=[O:26])[cH:11][cH:12]1)=[O:28].[Cl:29][c:30]1[cH:31][c:32]2[c:33]([s:34][c:35]([S:38](=[O:39])(=[O:40])[NH2:41])[c:36]2[CH3:37])[cH:42][cH:43]1.[Cs+:48].[Cs+:49].[O:50]=[CH:51][N:52]([CH3:53])[CH3:54].[OH2:55]>>[CH2:1]([CH3:2])[O:3][C:4]([CH2:5][O:6][c:7]1[c:8]([CH3:27])[cH:9][c:10]([CH2:13][CH2:14][CH2:15][NH:41][S:38]([c:35]2[s:34][c:33]3[c:32]([cH:31][c:30]([Cl:29])[cH:43][cH:42]3)[c:36]2[CH3:37])(=[O:39])=[O:40])[cH:11][cH:12]1)=[O:28]. The reactants are FC1=CC2=C(N(C(CO2)=O)C)C=C1C(=O)O (7-fluoro-4-methyl-3-oxo-3,4-dihydro-2H-benzo[1,4]oxazine-6-carboxylic acid), CN1C(OC2=C1C=CC(=C2)C(=O)Cl)=O (3-methyl-2-oxo-2,3-dihydro-benzooxazole-6-carbonyl chloride), BrC1=CC(=C(C=C1)CBr)Cl (4-bromo-1-bromomethyl-2-chloro-benzene). The reagents and catalysts are [Zn] (zinc), C=1C=CC(=CC1)[P](C=2C=CC=CC2)(C=3C=CC=CC3)[Pd]([P](C=4C=CC=CC4)(C=5C=CC=CC5)C=6C=CC=CC6)([P](C=7C=CC=CC7)(C=8C=CC=CC8)C=9C=CC=CC9)[P](C=1C=CC=CC1)(C=1C=CC=CC1)C=1C=CC=CC1 (tetrakis(triphenylphosphine)palladium(0)). The product is BrC1=CC(=C(C=C1)CC(=O)C=1C(=CC2=C(N(C(CO2)=O)C)C1)F)Cl (6-[2-(4-Bromo-2-chloro-phenyl)-acetyl]-7-fluoro-4-methyl-4H-benzo[1,4]oxazin-3-one). RXN SMILES: [F:1][C:2]1[C:13]([C:14]([OH:16])=O)=[CH:12][C:5]2[N:6]([CH3:11])[C:7](=[O:10])[CH2:8][O:9][C:4]=2[CH:3]=1.CN1C2C=CC(C(Cl)=O)=CC=2OC1=O.[Br:31][C:32]1[CH:37]=[CH:36][C:35]([CH2:38]Br)=[C:34]([Cl:40])[CH:33]=1>[Zn].C1C=CC([P]([Pd]([P](C2C=CC=CC=2)(C2C=CC=CC=2)C2C=CC=CC=2)([P](C2C=CC=CC=2)(C2C=CC=CC=2)C2C=CC=CC=2)[P](C2C=CC=CC=2)(C2C=CC=CC=2)C2C=CC=CC=2)(C2C=CC=CC=2)C2C=CC=CC=2)=CC=1>[Br:31][C:32]1[CH:37]=[CH:36][C:35]([CH2:38][C:14]([C:13]2[C:2]([F:1])=[CH:3][C:4]3[O:9][CH2:8][C:7](=[O:10])[N:6]([CH3:11])[C:5]=3[CH:12]=2)=[O:16])=[C:34]([Cl:40])[CH:33]=1 |^1:45,47,66,85|. Procedure: In analogy to Example 49, step 1, 7-fluoro-4-methyl-3-oxo-3,4-dihydro-2H-benzo[1,4]oxazine-6-carboxylic acid was converted to the acid chloride and subsequently reacted with 4-bromo-1-bromomethyl-2-chloro-benzene in the presence of zinc and tetrakis(triphenylphosphine)palladium(0) to give the title compound as an off-white solid. MS (m/e)=412.2 [M+H+]. Starting materials: CC(C)(C)OC(=O)N1CCC(CN=[N+]=[N-])C(O)C1, ClCCl, Cl. Product: [N-]=[N+]=NCC1CCNCC1O. RXN SMILES: [C:1]([O:2][C:3](=[O:4])[N:8]1[CH2:9][CH:10]([OH:18])[CH:11]([CH2:14][N:15]=[N+:16]=[N-:17])[CH2:12][CH2:13]1)([CH3:5])([CH3:6])[CH3:7].[Cl:19][CH2:20][Cl:21].[ClH:22]>>[NH:8]1[CH2:9][CH:10]([OH:18])[CH:11]([CH2:14][N:15]=[N+:16]=[N-:17])[CH2:12][CH2:13]1. Reagents/catalysts: [Cu]I (copper(i) iodide). Starting materials: FC1=NC=CC=C1C1CN(CC1)C(C)=O (1-(3-(2-fluoropyridin-3-yl)pyrrolidin-1-yl)ethanone), N1C(=NC2=C1C=CC=C2)C(=O)C2=CC=C(C=C2)O ((1H-benzo[d]imidazol-2-yl)(4-hydroxyphenyl)methanone), C([O-])([O-])=O.[Cs+].[Cs+] (cesium carbonate). Run in CN1CCCC1=O (NMP). Run at temperature 200 celsius. RXN SMILES: F[C:2]1[C:7]([CH:8]2[CH2:12][CH2:11][N:10]([C:13](=[O:15])[CH3:14])[CH2:9]2)=[CH:6][CH:5]=[CH:4][N:3]=1.[NH:16]1[C:20]2[CH:21]=[CH:22][CH:23]=[CH:24][C:19]=2[N:18]=[C:17]1[C:25]([C:27]1[CH:32]=[CH:31][C:30]([OH:33])=[CH:29][CH:28]=1)=[O:26].C(=O)([O-])[O-].[Cs+].[Cs+]>[Cu]I.CN1C(=O)CCC1>[NH:16]1[C:20]2[CH:21]=[CH:22][CH:23]=[CH:24][C:19]=2[N:18]=[C:17]1[C:25]([C:27]1[CH:32]=[CH:31][C:30]([O:33][C:2]2[C:7]([CH:8]3[CH2:12][CH2:11][N:10]([C:13](=[O:15])[CH3:14])[CH2:9]3)=[CH:6][CH:5]=[CH:4][N:3]=2)=[CH:29][CH:28]=1)=[O:26] |f:2.3.4|. Procedure: A glass microwave reaction vessel was charged with 1-(3-(2-fluoropyridin-3-yl)pyrrolidin-1-yl)ethanone (86 mg, 0.41 mmol), (1H-benzo[d]imidazol-2-yl)(4-hydroxyphenyl)methanone (197 mg, 0.826 mmol), cesium carbonate (309 mg, 0.95 mmol), copper(i) iodide (79 mg, 0.413 mmol), and NMP (1.4 mL). The reaction mixture was degassed and flushed with N2 and heated in a Emrys Optmizer microwave reactor (Personal Chemistry, Biotage AB, Inc., Upssala, Sweden) at 200° C. for 1 h. After cooling to RT, the reac... Yields the product N1C(=NC2=C1C=CC=C2)C(=O)C2=CC=C(OC1=NC=CC=C1C1CN(CC1)C(C)=O)C=C2 (1-(3-(2-(4-(1H-benzo[d]imidazole-2-carbonyl)phenoxy)pyridin-3-yl)pyrrolidin-1-yl)ethanone). Reactants: C(C)C1=CC=C(C=C1)C1CC(CN(C1)C(=O)N1CCOCC1)C(=O)O (5-(4-Ethylphenyl)-1-(morpholin-4-ylcarbonyl)piperidine-3-carboxylic acid), ON=C(N)C1CC1 (N′-hydroxycyclopropanecarboximidamide). Product: C1(CC1)C1=NOC(=N1)C1CN(CC(C1)C1=CC=C(C=C1)CC)C(=O)N1CCOCC1 ([3-(3-Cyclopropyl-1,2,4-oxadiazol-5-yl)-5-(4-ethylphenyl)piperidin-1-yl] (morpholin-4-yl)-methanone). Reaction SMILES: [CH2:1]([C:3]1[CH:8]=[CH:7][C:6]([CH:9]2[CH2:14][N:13]([C:15]([N:17]3[CH2:22][CH2:21][O:20][CH2:19][CH2:18]3)=[O:16])[CH2:12][CH:11]([C:23]([OH:25])=O)[CH2:10]2)=[CH:5][CH:4]=1)[CH3:2].O[N:27]=[C:28]([CH:30]1[CH2:32][CH2:31]1)[NH2:29]>>[CH:30]1([C:28]2[N:29]=[C:23]([CH:11]3[CH2:10][CH:9]([C:6]4[CH:5]=[CH:4][C:3]([CH2:1][CH3:2])=[CH:8][CH:7]=4)[CH2:14][N:13]([C:15]([N:17]4[CH2:22][CH2:21][O:20][CH2:19][CH2:18]4)=[O:16])[CH2:12]3)[O:25][N:27]=2)[CH2:32][CH2:31]1. Procedure details: 60 mg (0.17 mmol) of the compound from Example 38A and 27 mg (0.26 mmol) of N′-hydroxycyclopropanecarboximidamide were reacted according to the General Method 2. Yield: 51 mg (70% of theory)